From a dataset of the Open Reaction Database (ORD), a public repository of structured organic reaction records. describe an organic reaction: reactants, conditions, products, and yield Starting materials: BrCC(=O)C1=CC(=C(C(=C1)[N+](=O)[O-])O)OC (2-bromo-4'-hydroxy-3'-methoxy-5'-nitroacetophenone), C(C)O (ethanol), [Se](=O)=O (selenium dioxide). The product is OC1=C(C=C(C=C1[N+](=O)[O-])C(C(=O)OCC)=O)OC (ethyl 4-hydroxy-3-methoxy-5-nitrophenylglyoxylate). RXN SMILES: Br[CH2:2][C:3]([C:5]1[CH:10]=[C:9]([N+:11]([O-:13])=[O:12])[C:8]([OH:14])=[C:7]([O:15][CH3:16])[CH:6]=1)=[O:4].[Se](=O)=[O:18].[CH2:20]([OH:22])[CH3:21]>>[OH:14][C:8]1[C:9]([N+:11]([O-:13])=[O:12])=[CH:10][C:5]([C:3](=[O:4])[C:2]([O:22][CH2:20][CH3:21])=[O:18])=[CH:6][C:7]=1[O:15][CH3:16]. Reported procedure: ba) A suspension of 580.1 mg of 2-bromo-4'-hydroxy-3'-methoxy-5'-nitroacetophenone in 10 ml of ethanol is treated with 443.8 mg of selenium dioxide and heated under reflux for 71 hours. Thereafter, the selenium is removed by filtration and the filtrate is evaporated. The residue is dissolved in methylene chloride, washed with saturated sodium chloride solution, dried over sodium sulfate, filtered and evaporated. There is obtained ethyl 4-hydroxy-3-methoxy-5-nitrophenylglyoxylate of m.p. 165°-167... The reactants are C(C)(C)(C)OC(=O)N[C@@H]1[C@@H](CC[C@H](C1)C(=O)OCC)NC(=O)C=1NC2=CC=C(C=C2C1)Cl ((1R*,2S*,4R*)-N2-tert-Butoxycarbonyl-N1-[(5-chloroindol-2-yl)carbonyl]-4-ethoxycarbonyl-1,2-cyclohexanediamine), Cl (hydrochloric acid). Solvent: C(C)O (ethanol), C(C)O (ethanol). Run at time 12 hour. Product: Cl.ClC=1C=C2C=C(NC2=CC1)C(=O)N[C@H]1[C@H](C[C@@H](CC1)C(=O)OCC)N ((1R*,2S*,4R*)-N1-[(5-chloroindol-2-yl)carbonyl]-4-ethoxycarbonyl-1,2-cyclohexanediamine hydrochloride). The yield is 207.0%. RXN SMILES: C(OC([NH:8][C@H:9]1[CH2:14][C@H:13]([C:15]([O:17][CH2:18][CH3:19])=[O:16])[CH2:12][CH2:11][C@H:10]1[NH:20][C:21]([C:23]1[NH:24][C:25]2[C:30]([CH:31]=1)=[CH:29][C:28]([Cl:32])=[CH:27][CH:26]=2)=[O:22])=O)(C)(C)C.Cl>C(O)C>[ClH:32].[Cl:32][C:28]1[CH:29]=[C:30]2[C:25](=[CH:26][CH:27]=1)[NH:24][C:23]([C:21]([NH:20][C@@H:10]1[CH2:11][CH2:12][C@@H:13]([C:15]([O:17][CH2:18][CH3:19])=[O:16])[CH2:14][C@@H:9]1[NH2:8])=[O:22])=[CH:31]2 |f:3.4|. Procedure details: (1R*,2S*,4R*)-N2-tert-Butoxycarbonyl-N1-[(5-chloroindol-2-yl)carbonyl]-4-ethoxycarbonyl-1,2-cyclohexanediamine (1.40 g) was suspended in ethanol (8 ml), and a saturated ethanol solution (10 ml) of hydrochloric acid was added at room temperature to stir the mixture for 12 hours. The solvent was distilled off under reduced pressure to obtain (1R*,2S*,4R*)-N1-[(5-chloroindol-2-yl)carbonyl]-4-ethoxycarbonyl-1,2-cyclohexanediamine hydrochloride (1.25 g) as a colorless solid. Reactants: CO, COCC(COC)C(=O)OC, [Na+], [OH-]. The product is COCC(COC)C(=O)O. As a reaction SMILES: [CH3:14][OH:15].[CH3:1][O:2][CH2:3][CH:4]([C:5](=[O:6])[O:7][CH3:8])[CH2:9][O:10][CH3:11].[Na+:13].[OH-:12]>>[CH3:1][O:2][CH2:3][CH:4]([C:5](=[O:6])[OH:7])[CH2:9][O:10][CH3:11]. The reactants are CC=1C(=CC2=C(N=C(N2)C(=O)O)C1)C(CC)=O (6-methyl-5-propionyl-benzimidazole-2-carboxylic acid), CC=1C(=CC2=C(N=C(N2)C(=O)O)C1)C(CCCS(=O)C)=O (6-methyl-5-(4-methylsulphinyl-butyryl)-benzimidazole-2-carboxylic acid), C(CCC)(=O)C1=CC2=C(N=C(N2)C(=O)O)C=C1OC (5-butyryl-6-methoxy-benzimidazole-2-carboxylic acid), CC=1C(=CC2=C(N=C(N2)C(=O)O)C1)C(CCCS(=O)C1=CC=CC=C1)=O (6-methyl-5-(4-phenylsulphinyl-butyryl)-benzimidazole-2-carboxylic acid), C(CCC)(=O)C1=CC2=C(N=C(N2)C(=O)O)C=C1Cl (5-butyryl-6-chloro-benzimidazole-2-carboxylic acid), C(CCC)(=O)C1=CC2=C(N=C(N2)C(=O)OC)C=C1C (methyl 5-butyryl-6-methyl-benzimidazole-2-carboxylate), COCCCC(=O)C1=CC2=C(N=C(N2)C(=O)O)C=C1C (5-(4-methoxy-butyryl)-6-methyl-benzimidazole-2-carboxylic acid), CC=1C(=CC2=C(N=C(N2)C(=O)O)C1)C(CCCC1=CC=CC=C1)=S (6-methyl-5-(4-phenylthio-butyryl)-benzimidazole-2-carboxylic acid), CC=1C(=CC2=C(N=C(N2)C(=O)O)C1)C(CCCC)=S (6-methyl-5-(4-methylthio-butyryl)-benzimidazole-2-carboxylic acid), C1(CCCCC1)C(=O)C1=CC2=C(N=C(N2)C(=O)O)C=C1C (5-cyclohexylcarbonyl-6-methyl-benzimidazole-2-carboxylic acid), CC=1C(=CC2=C(N=C(N2)C(=O)O)C1)C(CCCC)=O (6-methyl-5-valeryl-benzimidazole-2-carboxylic acid), 5(6)-butyryl-benzimidazole-2-carboxylic acid, C1(CC1)C(=O)C1=CC2=C(N=C(N2)C(=O)O)C=C1C (5-cyclopropylcarbonyl-6-methyl-benzimidazole-2-carboxylic acid). Yields the product C(C)(=O)C1=CC2=C(N=C(N2)C(=O)O)C=C1C (5-Acetyl-6-methyl-benzimidazole-2-carboxylic acid). RXN SMILES: [CH3:1][C:2]1[C:3]([C:14](=[O:17])[CH2:15]C)=[CH:4][C:5]2[NH:9][C:8]([C:10]([OH:12])=[O:11])=[N:7][C:6]=2[CH:13]=1.CC1C(C(=O)CCCC)=CC2NC(C(O)=O)=NC=2C=1.C(C1C(OC)=CC2N=C(C(O)=O)NC=2C=1)(=O)CCC.C(C1C(Cl)=CC2N=C(C(O)=O)NC=2C=1)(=O)CCC.C1(C(C2C(C)=CC3N=C(C(O)=O)NC=3C=2)=O)CC1.C1(C(C2C(C)=CC3N=C(C(O)=O)NC=3C=2)=O)CCCCC1.COCCCC(C1C(C)=CC2N=C(C(O)=O)NC=2C=1)=O.CC1C(C(=S)CCCC)=CC2NC(C(O)=O)=NC=2C=1.CC1C(C(=O)CCCS(C)=O)=CC2NC(C(O)=O)=NC=2C=1.CC1C(C(=S)CCCC2C=CC=CC=2)=CC2NC(C(O)=O)=NC=2C=1.CC1C(C(=O)CCCS(C2C=CC=CC=2)=O)=CC2NC(C(O)=O)=NC=2C=1.C(C1C(C)=CC2N=C(C(OC)=O)NC=2C=1)(=O)CCC>>[C:14]([C:3]1[C:2]([CH3:1])=[CH:13][C:6]2[N:7]=[C:8]([C:10]([OH:12])=[O:11])[NH:9][C:5]=2[CH:4]=1)(=[O:17])[CH3:15]. Reported procedure: 6-methyl-5-propionyl-benzimidazole-2-carboxylic acid; 6-methyl-5-valeryl-benzimidazole-2-carboxylic acid; 5(6)-butyryl-benzimidazole-2-carboxylic acid; 5-butyryl-6-methoxy-benzimidazole-2-carboxylic acid; 5-butyryl-6-chloro-benzimidazole-2-carboxylic acid; 5-cyclopropylcarbonyl-6-methyl-benzimidazole-2-carboxylic acid; 5-cyclohexylcarbonyl-6-methyl-benzimidazole-2-carboxylic acid; 5-(4-methoxy-butyryl)-6-methyl-benzimidazole-2-carboxylic acid; 6-methyl-5-(4-methylthio-butyryl)-benzimidazole-2-ca...